Dataset: the Open Reaction Database (ORD), a public repository of structured organic reaction records. Task: describe an organic reaction: reactants, conditions, products, and yield The reactants are O.Cl.Cl.NC1=NC(=NC(=C1N)O)NCCCCCC(=O)O (4,5-diamino-2-(5-carboxypentylamino)-6-hydroxypyrimidine dihydrochloride monohydrate). Run in O (water). Yields the product C(=O)(O)CCCCCNC1=NC2=NC(=C(N=C2C(=N1)O)C)C (2-(5-carboxypentylamino)-4-hydroxy-6,7-dimethylpteridine). Isolated yield 163.5%. RXN SMILES: O.Cl.Cl.[NH2:4][C:5]1[C:10]([NH2:11])=[C:9]([OH:12])[N:8]=[C:7]([NH:13][CH2:14][CH2:15][CH2:16][CH2:17][CH2:18][C:19]([OH:21])=[O:20])[N:6]=1>O>[C:19]([CH2:18][CH2:17][CH2:16][CH2:15][CH2:14][NH:13][C:7]1[N:8]=[C:9]([OH:12])[C:10]2[C:5](=[N:4][C:15]([CH3:14])=[C:16]([CH3:17])[N:11]=2)[N:6]=1)([OH:21])=[O:20] |f:0.1.2.3|. Procedure: 4.3 g of 4,5-diamino-2-(5-carboxypentylamino)-6-hydroxypyrimidine dihydrochloride monohydrate and 2.5 g of diacetyl were dissolved in 100 ml of water and, after adjusting the pH to 2 to 3, the solution was heated under reflux for 1 hour. After cooling, the precipitate was crystallized from 50% (v/v) methanol, and 3.1 g of 2-(5-carboxypentylamino)-4-hydroxy-6,7-dimethylpteridine was obtained as yellow needles having an m.p. 215°-219° C. (dec.). The reactants are CC(C)Oc1cc(OCc2ccccc2)cc(C(=O)Nc2nccs2)c1, O=C(O)C(F)(F)F, CSc1ccccc1. Yields the product CC(C)Oc1cc(O)cc(C(=O)Nc2nccs2)c1. RXN SMILES: [CH3:1][CH:2]([CH3:3])[O:4][c:5]1[cH:6][c:7]([C:8](=[O:9])[NH:10][c:11]2[s:12][cH:13][cH:14][n:15]2)[cH:16][c:17]([O:19][CH2:20][c:21]2[cH:22][cH:23][cH:24][cH:25][cH:26]2)[cH:18]1.[OH:35][C:36]([C:37]([F:38])([F:39])[F:40])=[O:41].[c:27]1([S:28][CH3:29])[cH:30][cH:31][cH:32][cH:33][cH:34]1>>[CH3:1][CH:2]([CH3:3])[O:4][c:5]1[cH:6][c:7]([C:8](=[O:9])[NH:10][c:11]2[s:12][cH:13][cH:14][n:15]2)[cH:16][c:17]([OH:19])[cH:18]1. Reaction SMILES: CS[C:3]1[N:4]([CH2:15][CH2:16][CH3:17])[C:5]([C:8]2[CH:13]=[CH:12][C:11]([OH:14])=[CH:10][CH:9]=2)=[CH:6][N:7]=1>[Ni].C(O)C>[CH2:15]([N:4]1[C:5]([C:8]2[CH:9]=[CH:10][C:11]([OH:14])=[CH:12][CH:13]=2)=[CH:6][N:7]=[CH:3]1)[CH2:16][CH3:17]. The reactants are 12, CSC=1N(C(=CN1)C1=CC=C(C=C1)O)CCC (4-[2-(methylthio)-1-propyl-1H-imidazol-5-yl]phenol). Run in C(C)O (ethanol). Product: C(CC)N1C=NC=C1C1=CC=C(C=C1)O (4-(1-propyl-1H-imidazol-5yl)phenol). Isolated yield 61.0%. Procedure details: A mixture of 12 parts of 4-[2-(methylthio)-1-propyl-1H-imidazol-5-yl]phenol, 10 parts of Raney-nickel catalyst and 80 parts of ethanol is stirred and refluxed for 2 hours. The Raney-nickel is filtered off and the filtrate is stirred and refluxed for 2 hours with another 10 parts of Raney-nickel catalyst. The Raney-nickel catalyst is filtered off and the filtrate is evaporated, yielding 5.5 parts (61%) of 4-(1-propyl-1H-imidazol-5yl)phenol; mp. 160° C. Reagents/catalysts: [Ni] (Raney-nickel). The reactants are [Li]CCCC (BuLi), ligand, [Cl-].[Cl-].[Cl-].[Cl-].[Zr+4] (ZrCl4), CC(C)(C1C=CC=C1)C1C2=CC=CC=C2C=2N(C=3C=CC=CC3C21)C2=CC=CC=C2 (10-[1-methyl-1-(cyclopentadienyl)ethyl]N-phenyl-5,10-dihydroindeno[1,2-b]indole), C1(=CC=CC=C1)C (toluene). Solvent: CCCCCC (hexane). Run at temperature -50 celsius. Product: [Cl-].[Cl-].C(C)(C)=[Zr+2](C1C=CC=C1)C1C2=CC=CC=C2C=2N(C=3C=CC=CC3C21)C2=CC=CC=C2 (isopropyliden(N-phenyl-5,10-dihydroindeno[1,2-b]indol-10-yl)(cyclopentadienyl) zirconium dichloride). Isolated yield 17.0%. Reaction SMILES: CC([CH:9]1[C:24]2[C:23]3[CH:22]=[CH:21][CH:20]=[CH:19][C:18]=3[N:17]([C:25]3[CH:30]=[CH:29][CH:28]=[CH:27][CH:26]=3)[C:16]=2[C:15]2[C:10]1=[CH:11][CH:12]=[CH:13][CH:14]=2)(C1C=CC=C1)C.[C:31]1([CH3:37])[CH:36]=[CH:35][CH:34]=CC=1.[Li][CH2:39][CH2:40][CH2:41]C.[Cl-:43].[Cl-].[Cl-].[Cl-].[Zr+4:47]>CCCCCC>[Cl-:43].[Cl-:43].[C:40](=[Zr+2:47]([CH:9]1[C:24]2[C:23]3[CH:22]=[CH:21][CH:20]=[CH:19][C:18]=3[N:17]([C:25]3[CH:30]=[CH:29][CH:28]=[CH:27][CH:26]=3)[C:16]=2[C:15]2[C:10]1=[CH:11][CH:12]=[CH:13][CH:14]=2)[CH:37]1[CH:31]=[CH:36][CH:35]=[CH:34]1)([CH3:41])[CH3:39] |f:3.4.5.6.7,9.10.11|. Procedure: In a 70 ml bulb were placed 2.26 g (6 mmol) of the ligand 10-[1-methyl-1-(cyclopentadienyl)ethyl]N-phenyl-5,10-dihydroindeno[1,2-b]indole, prepared in Example 16, and 20 ml of toluene. The obtained mixture was cooled to −50° C. and treated with 7.5 ml (12 mmol) of BuLi 1.6N in hexane. The resulting solution was allowed to warm to room temperature within 1 hour and then it was treated with 1.4 g (6 mmol) of ZrCl4. The solvent was evaporated and the residue was recrystallized from ether, thus yiel... The reactants are C(=NC1CCCCC1)=NC1CCCCC1, CN(C)CC(=O)O, CN(C)c1ccncc1, CC(C)c1cc(OCCO)cc2c1C(=O)N(COC(=O)c1c(Cl)cccc1Cl)S2(=O)=O, ClCCl. As a reaction SMILES: [CH2:39]1[CH2:40][CH2:41][CH:42]([N:43]=[C:44]=[N:45][CH:46]2[CH2:47][CH2:48][CH2:49][CH2:50][CH2:51]2)[CH2:52][CH2:53]1.[CH3:32][N:33]([CH3:34])[CH2:35][C:36]([OH:37])=[O:38].[CH3:57][N:58]([CH3:59])[c:60]1[cH:61][cH:62][n:63][cH:64][cH:65]1.[Cl:1][c:2]1[c:3]([C:4](=[O:5])[O:6][CH2:7][N:8]2[S:9](=[O:10])(=[O:11])[c:12]3[cH:13][c:14]([O:23][CH2:24][CH2:25][OH:26])[cH:15][c:16]([CH:20]([CH3:21])[CH3:22])[c:17]3[C:18]2=[O:19])[c:27]([Cl:31])[cH:28][cH:29][cH:30]1.[Cl:54][CH2:55][Cl:56]>>[Cl:1][c:2]1[c:3]([C:4](=[O:5])[O:6][CH2:7][N:8]2[S:9](=[O:10])(=[O:11])[c:12]3[cH:13][c:14]([O:23][CH2:24][CH2:25][O:26][C:36]([CH2:35][N:33]([CH3:32])[CH3:34])=[O:37])[cH:15][c:16]([CH:20]([CH3:21])[CH3:22])[c:17]3[C:18]2=[O:19])[c:27]([Cl:31])[cH:28][cH:29][cH:30]1. Product: CC(C)c1cc(OCCOC(=O)CN(C)C)cc2c1C(=O)N(COC(=O)c1c(Cl)cccc1Cl)S2(=O)=O. The reactants are C(C)(=O)O[BH-](OC(C)=O)OC(C)=O.[Na+] (sodium triacetoxyborohydride), C(C)OC(=O)N1[C@H](C[C@H](C2=CC(=C(C=C12)OC)O)N)C (cis-4-amino-6-hydroxy-7-methoxy-2-methyl-3,4-dihydro-2H-quinoline-1-carboxylic acid ethyl ester), FC(C=1C=C(C=O)C=C(C1)C(F)(F)F)(F)F (3,5-bis(trifluoromethyl)benzaldehyde), C(C)(=O)O (acetic acid), C([O-])([O-])=O.[K+].[K+] (potassium carbonate). Solvent: O (Water), ClCCl (dichloromethane). Conditions: time 1 hour. Product: C(C)OC(=O)N1[C@H](C[C@H](C2=CC(=C(C=C12)OC)O)NCC1=CC(=CC(=C1)C(F)(F)F)C(F)(F)F)C (cis-4-(3,5-Bis-trifluoromethyl-benzylamino)-6-hydroxy-7-methoxy-2-methyl-3,4-dihydro-2H-quinoline-1-carboxylic Acid Ethyl Ester). The yield is 65.5%. RXN SMILES: [CH2:1]([O:3][C:4]([N:6]1[C:15]2[C:10](=[CH:11][C:12]([OH:18])=[C:13]([O:16][CH3:17])[CH:14]=2)[C@H:9]([NH2:19])[CH2:8][C@@H:7]1[CH3:20])=[O:5])[CH3:2].[F:21][C:22]([F:36])([F:35])[C:23]1[CH:24]=[C:25]([CH:28]=[C:29]([C:31]([F:34])([F:33])[F:32])[CH:30]=1)[CH:26]=O.C(O)(=O)C.C(O[BH-](OC(=O)C)OC(=O)C)(=O)C.[Na+].C(=O)([O-])[O-].[K+].[K+]>ClCCl.O>[CH2:1]([O:3][C:4]([N:6]1[C:15]2[C:10](=[CH:11][C:12]([OH:18])=[C:13]([O:16][CH3:17])[CH:14]=2)[C@H:9]([NH:19][CH2:26][C:25]2[CH:28]=[C:29]([C:31]([F:33])([F:34])[F:32])[CH:30]=[C:23]([C:22]([F:21])([F:35])[F:36])[CH:24]=2)[CH2:8][C@@H:7]1[CH3:20])=[O:5])[CH3:2] |f:3.4,5.6.7|. Procedure details: To a stirred suspension of cis-4-amino-6-hydroxy-7-methoxy-2-methyl-3,4-dihydro-2H-quinoline-1-carboxylic acid ethyl ester (387 mg, 1.38 mmol) in dichloromethane (9 mL) was added 3,5-bis(trifluoromethyl)benzaldehyde (225 μL, 1.38 mmol), followed by acetic acid (80 μL, 1.4 mmol). The reaction was stirred at room temperature for 1 h, then sodium triacetoxyborohydride (440 mg, 2.08 mmol) was added. The reaction was stirred at room temperature for 5 h. Water (5 mL) was added, and the mixture was slo...